From a dataset of the Open Reaction Database (ORD), a public repository of structured organic reaction records. describe an organic reaction: reactants, conditions, products, and yield Starting materials: O (water), etheral solution, C1(=CC=CC=C1)[Mg]Cl (phenyl magnesium chloride), FC1=NC=C(C(=O)Cl)C=C1 (6-fluoronicotinoyl chloride). The solvent is CCOCC (ether), CCOCC (ether). The product is FC1=CC=C(C=N1)C(=O)C1=CC=CC=C1 ((6-Fluoro-3-pyridinyl)(phenyl)methanone), oil. Yield: 35.0%. As a reaction SMILES: [C:1]1([Mg]Cl)[CH:6]=[CH:5][CH:4]=[CH:3][CH:2]=1.[F:9][C:10]1[CH:18]=[CH:17][C:13]([C:14](Cl)=[O:15])=[CH:12][N:11]=1.O>CCOCC>[F:9][C:10]1[N:11]=[CH:12][C:13]([C:14]([C:1]2[CH:6]=[CH:5][CH:4]=[CH:3][CH:2]=2)=[O:15])=[CH:17][CH:18]=1. Reported procedure: A 3M etheral solution of phenyl magnesium chloride (4.67 ml, 14 mmol) was slowly added at −30° C. to a solution of 6-fluoronicotinoyl chloride (3.35 g, 21 mmol) in ether (25 ml). After complete addition, the cooling bath was removed and the reaction was allowed to reach 10° C. Hydrolysis was performed by addition of water, and the mixture is then diluted with ether. After separation of the layers, the ether solution was washed with brine, dried over Na2SO4 and evaporated in vacuum to yield a yel... Starting materials: C, CS(=O)(=O)c1ccc(Oc2ccc([N+](=O)[O-])c(OC3CCOCC3)c2)cn1, CCO, C1CCOC1, [Pd]. The product is CS(=O)(=O)c1ccc(Oc2ccc(N)c(OC3CCOCC3)c2)cn1. As a reaction SMILES: [C:36].[CH3:1][S:2](=[O:3])(=[O:4])[c:5]1[n:6][cH:7][c:8]([O:11][c:12]2[cH:13][c:14]([O:21][CH:22]3[CH2:23][CH2:24][O:25][CH2:26][CH2:27]3)[c:15]([N+:18]([O-:19])=[O:20])[cH:16][cH:17]2)[cH:9][cH:10]1.[CH3:28][CH2:29][OH:30].[O:31]1[CH2:32][CH2:33][CH2:34][CH2:35]1.[Pd:37]>>[CH3:1][S:2](=[O:3])(=[O:4])[c:5]1[n:6][cH:7][c:8]([O:11][c:12]2[cH:13][c:14]([O:21][CH:22]3[CH2:23][CH2:24][O:25][CH2:26][CH2:27]3)[c:15]([NH2:18])[cH:16][cH:17]2)[cH:9][cH:10]1.